Dataset: the Open Reaction Database (ORD), a public repository of structured organic reaction records. Task: describe an organic reaction: reactants, conditions, products, and yield The reactants are C1OC2(CC3=CC=CC(=C3CC2CC(=O)O)OC)OC1 (2,2-ethylenedioxy-5-methoxy-1,2,3,4-tetrahydronaphthalen-3-ylacetic acid), Cl (hydrochloric acid). Run in CC(=O)C (acetone). Run at temperature 60 celsius, time 4 hour. The product is COC1=C2CC(C(CC2=CC=C1)=O)CC(=O)O (5-Methoxy-2-oxo-1,2,3,4-tetrahydronaphthalen-3-ylacetic acid). The yield is 72.9%. RXN SMILES: C1CO[C:3]2([CH:12]([CH2:13][C:14]([OH:16])=[O:15])[CH2:11][C:10]3[C:5](=[CH:6][CH:7]=[CH:8][C:9]=3[O:17][CH3:18])[CH2:4]2)[O:2]1.Cl>CC(C)=O>[CH3:18][O:17][C:9]1[CH:8]=[CH:7][CH:6]=[C:5]2[C:10]=1[CH2:11][CH:12]([CH2:13][C:14]([OH:16])=[O:15])[C:3](=[O:2])[CH2:4]2. Procedure details: A solution of 8.0 g (28.7 mmol) of 2,2-ethylenedioxy-5-methoxy-1,2,3,4-tetrahydronaphthalen-3-ylacetic acid, 80 ml of 3N aqueous hydrochloric acid, and 80 ml of acetone was degassed and heated to 60° C. under nitrogen then stirred under nitrogen at 60° C. for 4 hours. The reaction was cooled to room temperature, approximately 50% of the solvent was removed by rotary evaporation, diluted with 100 ml of brine, and extracted with three 100 ml portions of ethyl acetate. The organic layers were combi... Reactants: CC(=O)O[BH-](OC(C)=O)OC(C)=O, CC(=O)O, C(=C1CCNCC1)c1ccccc1, ClCCl, O=Cc1ccc(OCCCN2CCCCC2)cc1, [Na+], [Na+], [OH-]. The product is C(=C1CCN(Cc2ccc(OCCCN3CCCCC3)cc2)CC1)c1ccccc1. As a reaction SMILES: [C:32]([O:33][BH-:34]([O:35][C:36](=[O:37])[CH3:38])[O:39][C:40](=[O:41])[CH3:42])(=[O:43])[CH3:44].[CH3:51][C:52](=[O:53])[OH:54].[CH:19]([c:20]1[cH:21][cH:22][cH:23][cH:24][cH:25]1)=[C:26]1[CH2:27][CH2:28][NH:29][CH2:30][CH2:31]1.[Cl:48][CH2:49][Cl:50].[N:1]1([CH2:7][CH2:8][CH2:9][O:10][c:11]2[cH:12][cH:13][c:14]([CH:15]=[O:16])[cH:17][cH:18]2)[CH2:2][CH2:3][CH2:4][CH2:5][CH2:6]1.[Na+:45].[Na+:47].[OH-:46]>>[N:1]1([CH2:7][CH2:8][CH2:9][O:10][c:11]2[cH:12][cH:13][c:14]([CH2:15][N:29]3[CH2:28][CH2:27][C:26](=[CH:19][c:20]4[cH:21][cH:22][cH:23][cH:24][cH:25]4)[CH2:31][CH2:30]3)[cH:17][cH:18]2)[CH2:2][CH2:3][CH2:4][CH2:5][CH2:6]1. Reactants: O=C(O)C1C2=CC=C1CC2, NC1CCN(CCc2ccc(F)cc2)C1. Yields the product O=C(NC1CCN(CCc2ccc(F)cc2)C1)C1C2=CC=C1CC2. Reaction SMILES: [C:1]12=[CH:2][CH:3]=[C:4]([CH2:5][CH2:6]1)[CH:7]2[C:8](=[O:9])[OH:10].[NH2:11][CH:12]1[CH2:13][N:14]([CH2:17][CH2:18][c:19]2[cH:20][cH:21][c:22]([F:25])[cH:23][cH:24]2)[CH2:15][CH2:16]1>>[C:1]12=[CH:2][CH:3]=[C:4]([CH2:5][CH2:6]1)[CH:7]2[C:8](=[O:10])[NH:11][CH:12]1[CH2:13][N:14]([CH2:17][CH2:18][c:19]2[cH:20][cH:21][c:22]([F:25])[cH:23][cH:24]2)[CH2:15][CH2:16]1. The product is O=C(O)c1cc(-c2ccc(Cl)cc2)c[nH]1. The reactants are CCO, CCO, COC(=O)c1cc(-c2ccc(Cl)cc2)c[nH]1, [Na+], [OH-], O. Reaction SMILES: [CH3:1][CH2:2][OH:3].[CH3:23][CH2:24][OH:25].[Cl:5][c:6]1[cH:7][cH:8][c:9](-[c:12]2[cH:13][c:14]([C:17](=[O:18])[O:19][CH3:20])[nH:15][cH:16]2)[cH:10][cH:11]1.[Na+:22].[OH-:21].[OH2:4]>>[Cl:5][c:6]1[cH:7][cH:8][c:9](-[c:12]2[cH:13][c:14]([C:17](=[O:18])[OH:19])[nH:15][cH:16]2)[cH:10][cH:11]1. The reactants are CCOCC (ether), CN(C)CCCCl (dimethylaminoproyl chloride), CC1(OCCO1)C1=CC=CC=2C(C3=C(CCC21)C=CC=C3)=O (1-(2-methyl-1,3-dioxolan-2-yl)-10,11-dihydro-5H-dibenzo[a,d]cyclohepten-5-one). The solvent is O1CCCC1 (tetrahydrofuran), O1CCCC1 (tetrahydrofuran). Conditions: temperature 0 celsius. Product: CC1(OCCO1)C1=CC=CC=2C(C3=C(CCC21)C=CC=C3)(O)CCCN(C)C (1-(2-methyl-1,3-dioxolan-2-yl)-10,11-dihydro-5-(3-dimethylaminopropyl)-5-hydroxy-5H-dibenzo[a,d]cycloheptene). RXN SMILES: CCOCC.[CH3:6][N:7]([CH2:9][CH2:10][CH2:11]Cl)[CH3:8].[CH3:13][C:14]1([C:19]2[C:29]3[CH2:28][CH2:27][C:26]4[CH:30]=[CH:31][CH:32]=[CH:33][C:25]=4[C:24](=[O:34])[C:23]=3[CH:22]=[CH:21][CH:20]=2)[O:18][CH2:17][CH2:16][O:15]1>O1CCCC1>[CH3:13][C:14]1([C:19]2[C:29]3[CH2:28][CH2:27][C:26]4[CH:30]=[CH:31][CH:32]=[CH:33][C:25]=4[C:24]([CH2:11][CH2:10][CH2:9][N:7]([CH3:8])[CH3:6])([OH:34])[C:23]=3[CH:22]=[CH:21][CH:20]=2)[O:15][CH2:16][CH2:17][O:18]1. Procedure details: Utilizing 1.13 g. of Gilman alloy, 5 ml. of absolute ether, 5.2 g. of dimethylaminoproyl chloride and 5 ml. of absolute tetrahydrofuran, in a similar manner, is obtained the corresponding Grignard compound. After cooling to 0°C., there is added dropwise a solution containing 7.2 g. of 1-(2-methyl-1,3-dioxolan-2-yl)-10,11-dihydro-5H-dibenzo[a,d]cyclohepten-5-one in 40 ml. of absolute tetrahydrofuran. Subsequently, the mixture is heated for 3 hours at reflux, cooled to about 0°C., hydrolyzed with ... The reactants are [O-2].[Ca+2] (calcium oxide), N[C@@H](CCCCN)C(=O)O (lysine), O (water). The solvent is CCCCCC (hexane). Reaction conditions: time 5 hour. Product: N[C@@H](CCCCN)C(=O)[O-].[Ca+2].N[C@@H](CCCCN)C(=O)[O-] (calcium lysinate). The yield is 99.3%. RXN SMILES: [O-2].[Ca+2:2].[NH2:3][C@H:4]([C:10]([OH:12])=[O:11])[CH2:5][CH2:6][CH2:7][CH2:8][NH2:9].O>CCCCCC>[NH2:3][C@H:4]([C:10]([O-:12])=[O:11])[CH2:5][CH2:6][CH2:7][CH2:8][NH2:9].[Ca+2:2].[NH2:3][C@H:4]([C:10]([O-:12])=[O:11])[CH2:5][CH2:6][CH2:7][CH2:8][NH2:9] |f:0.1,5.6.7|. Procedure: 5.6 grams (0.1 Mole) of calcium oxide and 29.2 grams (0.2 Mole) of lysine were placed into a beaker provided with a reflux condenser and a Dean Stark water trap. 100 ml hexane was added and the mixture was stirred and boiled at atmospheric pressure for 5 hours. The reaction mixture was cooled, and was thereafter filtered yielding 32.8 grams of calcium lysinate having the physical characteristic of a fine white powder. In the course of reaction about 3.6-3.8 ml water was removed from the reaction... Product: C(C)C(CC)N1C(=NC2=C1C=CC(=C2)C(=O)Cl)CC=2SC=CC2 (1-(1-Ethyl-propyl)-2-thiophen-2-ylmethyl-1H-benzoimidazole-5-carbonyl chloride). The solvent is ClCCl (dichloromethane). The yield is 100.0%. As a reaction SMILES: [CH2:1]([CH:3]([N:6]1[C:10]2[CH:11]=[CH:12][C:13]([C:15](O)=[O:16])=[CH:14][C:9]=2[N:8]=[C:7]1[CH2:18][C:19]1[S:20][CH:21]=[CH:22][CH:23]=1)[CH2:4][CH3:5])[CH3:2].CN(C=O)C.C(Cl)(=O)C([Cl:32])=O>ClCCl>[CH2:1]([CH:3]([N:6]1[C:10]2[CH:11]=[CH:12][C:13]([C:15]([Cl:32])=[O:16])=[CH:14][C:9]=2[N:8]=[C:7]1[CH2:18][C:19]1[S:20][CH:21]=[CH:22][CH:23]=1)[CH2:4][CH3:5])[CH3:2]. Run at time 16 hour. Procedure: To 8.00 g of 1-(1-Ethyl-propyl)-2-thiophen-2-ylmethyl-1H-benzoimidazole-5-carboxylic acid in 100 ml of dichloromethane 0.1 ml of DMF and 4 ml of oxalyl chloride were added. The reaction was stirred at rt for 16 h, then concentrated and co-distilled with toluene to obtain 8.47 g (100%) of the crude product as a brown solid, which was used without further purification. Reactants: C(C)C(CC)N1C(=NC2=C1C=CC(=C2)C(=O)O)CC=2SC=CC2 (1-(1-Ethyl-propyl)-2-thiophen-2-ylmethyl-1H-benzoimidazole-5-carboxylic acid), CN(C)C=O (DMF), C(C(=O)Cl)(=O)Cl (oxalyl chloride).